From a dataset of the Open Reaction Database (ORD), a public repository of structured organic reaction records. describe an organic reaction: reactants, conditions, products, and yield Reactants: CC=1NC2=CC=C(C(=C2C1)C(F)(F)F)C#N (2-methyl-4-(trifluoromethyl)-1H-indole-5-carbonitrile), BrCC(C(=O)OC)=C (methyl 2-(bromomethyl)-2-propenoate). The product is C(#N)C=1C(=C2C=C(N(C2=CC1)CC(C(=O)OC)=C)C)C(F)(F)F (Methyl 2-{[5-cyano-2-methyl-4-(trifluoromethyl)-1H-indol-1-yl]methyl}-2-propenoate). RXN SMILES: [CH3:1][C:2]1[NH:3][C:4]2[C:9]([CH:10]=1)=[C:8]([C:11]([F:14])([F:13])[F:12])[C:7]([C:15]#[N:16])=[CH:6][CH:5]=2.Br[CH2:18][C:19](=[CH2:24])[C:20]([O:22][CH3:23])=[O:21]>>[C:15]([C:7]1[C:8]([C:11]([F:12])([F:14])[F:13])=[C:9]2[C:4](=[CH:5][CH:6]=1)[N:3]([CH2:24][C:19](=[CH2:18])[C:20]([O:22][CH3:23])=[O:21])[C:2]([CH3:1])=[CH:10]2)#[N:16]. Procedure: Synthesized as described in Example 4 using 2-methyl-4-(trifluoromethyl)-1H-indole-5-carbonitrile (Example 120) and methyl 2-(bromomethyl)-2-propenoate: 1H NMR (400 MHz, CDCl3) δ 7.49 (d, J=8.4 Hz, 1H), 7.38 (d, J=8.4 Hz, 1H), 6.63 (s, 1H), 6.23 (s, 1H), 4.99, (s, 2H), 4.81 (s, 1H), 3.84 (s, 3H), 2.43 (s, 3H); MS (ES) m/z 323 (M+1). Starting materials: OC1=CC=C(C=C1)C1=CC=C(C=C1)C(C)=O (4-hydroxy-4'-acetylbiphenyl), C(C)Br (ethyl bromide), C([O-])([O-])=O.[K+].[K+] (potassium carbonate), C1(CCCCC1)=O (cyclohexanone). Conditions: time 6 hour. Yields the product C(C)OC1=CC=C(C=C1)C1=CC=C(C=C1)C(C)=O (4-ethoxy-4'-acetylbiphenyl). RXN SMILES: [OH:1][C:2]1[CH:7]=[CH:6][C:5]([C:8]2[CH:13]=[CH:12][C:11]([C:14](=[O:16])[CH3:15])=[CH:10][CH:9]=2)=[CH:4][CH:3]=1.[CH2:17](Br)[CH3:18].C(=O)([O-])[O-].[K+].[K+].C1(=O)CCCCC1>>[CH2:17]([O:1][C:2]1[CH:3]=[CH:4][C:5]([C:8]2[CH:13]=[CH:12][C:11]([C:14](=[O:16])[CH3:15])=[CH:10][CH:9]=2)=[CH:6][CH:7]=1)[CH3:18] |f:2.3.4|. Reported procedure: A reaction vessel was charged with 230 g of 4-hydroxy-4'-acetylbiphenyl, 164 g of ethyl bromide, 276 g of potassium carbonate and 1.7 l of cyclohexanone. The mixture was reacted together under agitation for 3 hours at 65°-70° C. and then for 6 hours at 95°-100° C. The reaction liquid was filtered and the resultant solid matter was washed with benzene. The filtrate and the washing liquid were combined, washed with water and dried over Glauber's salt, The solvents were distilled off and the residu... Starting materials: C(C)OC(C(C)(C)OC1=C(C=C(C=C1)OCC=1C(=NC(=CC1C(F)(F)F)C1=CC=C(C=C1)OC(F)(F)F)CC1CC1)C)=O (2-{4-[2-cyclopropylmethyl-6-(4-trifluoromethoxy-phenyl)-4-trifluoromethyl-pyridin-3-ylmethoxy]-2-methyl-phenoxy}-2-methyl-propionic acid ethyl ester), [Li+].[OH-] (LiOH). The product is C1(CC1)CC1=NC(=CC(=C1COC1=CC(=C(OC(C(=O)O)(C)C)C=C1)C)C(F)(F)F)C1=CC=C(C=C1)OC(F)(F)F (2-{4-[2-Cyclopropylmethyl-6-(4-trifluoromethoxy-phenyl)-4-trifluoromethyl-pyridin-3-ylmethoxy]-2-methyl-phenoxy}-2-methyl-propionic acid). As a reaction SMILES: C([O:3][C:4](=[O:43])[C:5]([O:8][C:9]1[CH:14]=[CH:13][C:12]([O:15][CH2:16][C:17]2[C:18]([CH2:38][CH:39]3[CH2:41][CH2:40]3)=[N:19][C:20]([C:27]3[CH:32]=[CH:31][C:30]([O:33][C:34]([F:37])([F:36])[F:35])=[CH:29][CH:28]=3)=[CH:21][C:22]=2[C:23]([F:26])([F:25])[F:24])=[CH:11][C:10]=1[CH3:42])([CH3:7])[CH3:6])C.[Li+].[OH-]>>[CH:39]1([CH2:38][C:18]2[C:17]([CH2:16][O:15][C:12]3[CH:13]=[CH:14][C:9]([O:8][C:5]([CH3:6])([CH3:7])[C:4]([OH:43])=[O:3])=[C:10]([CH3:42])[CH:11]=3)=[C:22]([C:23]([F:26])([F:24])[F:25])[CH:21]=[C:20]([C:27]3[CH:32]=[CH:31][C:30]([O:33][C:34]([F:37])([F:35])[F:36])=[CH:29][CH:28]=3)[N:19]=2)[CH2:41][CH2:40]1 |f:1.2|. Procedure details: In analogy to the procedure described in example 26C], 2-{4-[2-cyclopropylmethyl-6-(4-trifluoromethoxy-phenyl)-4-trifluoromethyl-pyridin-3-ylmethoxy]-2-methyl-phenoxy}-2-methyl-propionic acid ethyl ester was treated with 1 N aqueous LiOH solution to give the title compound as off-white crystals. Starting materials: COc1cccc(C=O)c1OCC(C)C, Cc1nc2sccn2c(=O)c1-c1ccc(C(F)(F)F)cc1, CC[O-], CCO, [Na+]. Product: COc1cccc(C=Cc2nc3sccn3c(=O)c2-c2ccc(C(F)(F)F)cc2)c1OCC(C)C. As a reaction SMILES: [CH2:22]([CH:23]([CH3:24])[CH3:25])[O:26][c:27]1[c:28]([CH:29]=[O:30])[cH:31][cH:32][cH:33][c:34]1[O:35][CH3:36].[CH3:1][c:2]1[n:3][c:4]2[n:5]([c:6](=[O:18])[c:7]1-[c:8]1[cH:9][cH:10][c:11]([C:14]([F:15])([F:16])[F:17])[cH:12][cH:13]1)[cH:19][cH:20][s:21]2.[CH3:38][CH2:39][O-:40].[CH3:41][CH2:42][OH:43].[Na+:37]>>[CH:1]([c:2]1[n:3][c:4]2[n:5]([c:6](=[O:18])[c:7]1-[c:8]1[cH:9][cH:10][c:11]([C:14]([F:15])([F:16])[F:17])[cH:12][cH:13]1)[cH:19][cH:20][s:21]2)=[CH:29][c:28]1[c:27]([O:26][CH2:22][CH:23]([CH3:24])[CH3:25])[c:34]([O:35][CH3:36])[cH:33][cH:32][cH:31]1. The reactants are BrC=1C=C(C=2N(C1)C=CN2)N (6-Bromo-imidazo[1,2-a]pyridin-8-ylamine), C(C)(C)(C)C1=CC=C(C(=O)NC2=C(C(=CC=C2)B2OC(C(O2)(C)C)(C)C)C)C=C1 (4-tert-Butyl-N-[2-methyl-3-(4,4,5,5-tetramethyl-[1,3,2]dioxaborolane-2-yl)-phenyl]-benzamide). Reagents/catalysts: C=1C=CC(=CC1)[P](C=2C=CC=CC2)(C=3C=CC=CC3)[Pd]([P](C=4C=CC=CC4)(C=5C=CC=CC5)C=6C=CC=CC6)([P](C=7C=CC=CC7)(C=8C=CC=CC8)C=9C=CC=CC9)[P](C=1C=CC=CC1)(C=1C=CC=CC1)C=1C=CC=CC1 (Pd(PPh3)4). Run in C(=O)([O-])[O-].[Na+].[Na+] (Na2CO3), COCCOC (ethylene glycol dimethyl ether). Reaction conditions: temperature 170 celsius, time 20 minute. The product is NC=1C=2N(C=C(C1)C=1C(=C(C=CC1)NC(C1=CC=C(C=C1)C(C)(C)C)=O)C)C=CN2 (N-[3-(8-Amino-imidazo[1,2-a]pyridin-6-yl)-2-methyl-phenyl]-4-tert-butyl-benzamide). The yield is 67.7%. As a reaction SMILES: Br[C:2]1[CH:3]=[C:4]([NH2:11])[C:5]2[N:6]([CH:8]=[CH:9][N:10]=2)[CH:7]=1.[C:12]([C:16]1[CH:40]=[CH:39][C:19]([C:20]([NH:22][C:23]2[CH:28]=[CH:27][CH:26]=[C:25](B3OC(C)(C)C(C)(C)O3)[C:24]=2[CH3:38])=[O:21])=[CH:18][CH:17]=1)([CH3:15])([CH3:14])[CH3:13]>C([O-])([O-])=O.[Na+].[Na+].COCCOC.C1C=CC([P]([Pd]([P](C2C=CC=CC=2)(C2C=CC=CC=2)C2C=CC=CC=2)([P](C2C=CC=CC=2)(C2C=CC=CC=2)C2C=CC=CC=2)[P](C2C=CC=CC=2)(C2C=CC=CC=2)C2C=CC=CC=2)(C2C=CC=CC=2)C2C=CC=CC=2)=CC=1>[NH2:11][C:4]1[C:5]2[N:6]([CH:8]=[CH:9][N:10]=2)[CH:7]=[C:2]([C:25]2[C:24]([CH3:38])=[C:23]([NH:22][C:20](=[O:21])[C:19]3[CH:18]=[CH:17][C:16]([C:12]([CH3:13])([CH3:14])[CH3:15])=[CH:40][CH:39]=3)[CH:28]=[CH:27][CH:26]=2)[CH:3]=1 |f:2.3.4,^1:56,58,77,96|. Procedure details: A mixture of 6-Bromo-imidazo[1,2-a]pyridin-8-ylamine (0.72 g, 3.43 mmol), 4-tert-Butyl-N-[2-methyl-3-(4,4,5,5-tetramethyl-[1,3,2]dioxaborolane-2-yl)-phenyl]-benzamide (1.0 g, 2.54 mmol), Pd(PPh3)4 (0.29 g, 0.25 mmol) in 5 ml 1M Na2CO3 and 10 mL of ethylene glycol dimethyl ether was stirred at 170° C. in a microwave for 20 min. The resulting suspension was filtered through celite and then partitioned between 100 mL of water and 100 mL of ethyl acetate, and the aqueous layer was further extracted ...